This data is from the Open Reaction Database (ORD), a public repository of structured organic reaction records. The task is: describe an organic reaction: reactants, conditions, products, and yield Starting materials: N#Cc1ccc(CBr)cc1, O=C([O-])[O-], CC(C)=O, [I-], [K+], [K+], [K+], c1c[nH]nn1. The product is N#Cc1ccc(Cc2c[nH]nn2)cc1. As a reaction SMILES: [Br:14][CH2:15][c:16]1[cH:17][cH:18][c:19]([C:20]#[N:21])[cH:22][cH:23]1.[C:6](=[O:7])([O-:8])[O-:9].[CH3:24][C:25](=[O:26])[CH3:27].[I-:13].[K+:10].[K+:11].[K+:12].[nH:1]1[n:2][n:3][cH:4][cH:5]1>>[nH:1]1[n:2][n:3][c:4]([CH2:15][c:16]2[cH:17][cH:18][c:19]([C:20]#[N:21])[cH:22][cH:23]2)[cH:5]1.